From a dataset of the Open Reaction Database (ORD), a public repository of structured organic reaction records. describe an organic reaction: reactants, conditions, products, and yield Reactants: c1ccc(OC(Oc2ccccc2)(Oc2ccccc2)Oc2ccccc2)cc1, Oc1ccccc1, O=S(=O)(O)O. The product is O=C(Oc1ccccc1)Oc1ccccc1. As a reaction SMILES: [C:1]([O:2][c:3]1[cH:4][cH:5][cH:6][cH:7][cH:8]1)([O:9][c:10]1[cH:11][cH:12][cH:13][cH:14][cH:15]1)([O:16][c:24]1[cH:25][cH:26][cH:27][cH:28][cH:29]1)[O:17][c:18]1[cH:19][cH:20][cH:21][cH:22][cH:23]1.[OH:30][c:31]1[cH:32][cH:33][cH:34][cH:35][cH:36]1.[S:37](=[O:38])(=[O:39])([OH:40])[OH:41]>>[C:1]([O:2][c:3]1[cH:4][cH:5][cH:6][cH:7][cH:8]1)([O:9][c:10]1[cH:11][cH:12][cH:13][cH:14][cH:15]1)=[O:16]. Reactants: CCC(C)C(CN(CC(=O)OC)Cc1cccc2ccccc12)NC(=O)OC(C)(C)C, CO, [Na+], [OH-]. The product is CCC(C)C(CN(CC(=O)O)Cc1cccc2ccccc12)NC(=O)OC(C)(C)C. As a reaction SMILES: [CH3:1][O:2][C:3]([CH2:4][N:5]([CH2:6][c:7]1[cH:8][cH:9][cH:10][c:11]2[cH:12][cH:13][cH:14][cH:15][c:16]12)[CH2:17][CH:18]([CH:19]([CH2:20][CH3:21])[CH3:22])[NH:23][C:24](=[O:25])[O:26][C:27]([CH3:28])([CH3:29])[CH3:30])=[O:31].[CH3:34][OH:35].[Na+:33].[OH-:32]>>[O:2]=[C:3]([CH2:4][N:5]([CH2:6][c:7]1[cH:8][cH:9][cH:10][c:11]2[cH:12][cH:13][cH:14][cH:15][c:16]12)[CH2:17][CH:18]([CH:19]([CH2:20][CH3:21])[CH3:22])[NH:23][C:24](=[O:25])[O:26][C:27]([CH3:28])([CH3:29])[CH3:30])[OH:31].